From a dataset of the Open Reaction Database (ORD), a public repository of structured organic reaction records. describe an organic reaction: reactants, conditions, products, and yield Reactants: CCOC(=O)c1cn(C)c2nc3c(F)c(N4CCNC(c5ccc(OC)cc5)C4)c(F)cc3cc2c1=O, CCO, [K+], [OH-]. Yields the product COc1ccc(C2CN(c3c(F)cc4cc5c(=O)c(C(=O)O)cn(C)c5nc4c3F)CCN2)cc1. RXN SMILES: [CH2:1]([CH3:2])[O:3][C:4](=[O:5])[c:6]1[c:7](=[O:37])[c:8]2[cH:9][c:10]3[c:11]([n:12][c:13]2[n:14]([CH3:16])[cH:15]1)[c:17]([F:36])[c:18]([N:22]1[CH2:23][CH:24]([c:28]2[cH:29][cH:30][c:31]([O:34][CH3:35])[cH:32][cH:33]2)[NH:25][CH2:26][CH2:27]1)[c:19]([F:21])[cH:20]3.[CH3:40][CH2:41][OH:42].[K+:39].[OH-:38]>>[O:3]=[C:4]([OH:5])[c:6]1[c:7](=[O:37])[c:8]2[cH:9][c:10]3[c:11]([n:12][c:13]2[n:14]([CH3:16])[cH:15]1)[c:17]([F:36])[c:18]([N:22]1[CH2:23][CH:24]([c:28]2[cH:29][cH:30][c:31]([O:34][CH3:35])[cH:32][cH:33]2)[NH:25][CH2:26][CH2:27]1)[c:19]([F:21])[cH:20]3. Reactants: C(=O)C1=CNC2=NC=CC=C12 (3-formyl-7-azaindole), S(N)(=O)(=O)C=1C=C2CC(NC2=CC1)=O (5-sulfamoyl-2-oxindole), N1CCCCC1 (piperidine). Solvent: C(C)O (ethanol). Yields the product S(N)(=O)(=O)C=1C=C2C(C(NC2=CC1)=O)=CC1=CNC2=NC=CC=C12 (5-sulfamoyl-3-[(7-azaindol-3-yl)methylen]-2-oxindole). Isolated yield 70.0%. RXN SMILES: [CH:1]([C:3]1[C:11]2[C:6](=[N:7][CH:8]=[CH:9][CH:10]=2)[NH:5][CH:4]=1)=O.[S:12]([C:16]1[CH:17]=[C:18]2[C:22](=[CH:23][CH:24]=1)[NH:21][C:20](=[O:25])[CH2:19]2)(=[O:15])(=[O:14])[NH2:13].N1CCCCC1>C(O)C>[S:12]([C:16]1[CH:17]=[C:18]2[C:22](=[CH:23][CH:24]=1)[NH:21][C:20](=[O:25])[C:19]2=[CH:1][C:3]1[C:11]2[C:6](=[N:7][CH:8]=[CH:9][CH:10]=2)[NH:5][CH:4]=1)(=[O:15])(=[O:14])[NH2:13]. Reported procedure: A solution of 3-formyl-7-azaindole (1.46 g, 10 mmol), 5-sulfamoyl-2-oxindole (2,122 g, 10 mmol) and piperidine (0,255 g, 3 mmol) in absolute ethanol (50 ml) was treated for 3 h at reflux. The reaction mixture was chilled to room temperature, the precipitate filtered, the residue washed with ice-cold ethanol and dried under vacuum. Almost pure title compound was so obtained in about 70% yield. Compounds of higher purity were obtained by crystallization from ethanol.